This data is from the Open Reaction Database (ORD), a public repository of structured organic reaction records. The task is: describe an organic reaction: reactants, conditions, products, and yield Starting materials: C[C@H]1C(=O)N[C@H](C(=O)N([C@H](C(=O)N[C@@H](C(=O)N([C@@H]2CC3=CC=C(C=C3)OC4=C(C=CC(=C4)C[C@H](C(=O)N1)N(C2=O)C)O)C)C)CC5=CC=C(C=C5)OC)C)C.C[C@H]1C(=O)N[C@H](C(=O)N([C@H](C(=O)N[C@@H](C(=O)N([C@@H]2CC3=CC=C(C=C3)OC4=C(C=CC(=C4)C[C@H](C(=O)N1)N(C2=O)C)O)C)C)CC5=CC=C(C=C5)OC)C)C.C[C@H]1C(=O)N[C@H](C(=O)N([C@H](C(=O)N[C@@H](C(=O)N([C@@H]2CC3=CC=C(C=C3)OC4=C(C=CC(=C4)C[C@H](C(=O)N1)N(C2=O)C)O)C)C)CC5=CC=C(C=C5)OC)C)C.C[C@H]1C(=O)N[C@H](C(=O)N([C@H](C(=O)N[C@@H](C(=O)N([C@@H]2CC3=CC=C(C=C3)OC4=C(C=CC(=C4)C[C@H](C(=O)N1)N(C2=O)C)O)C)C)CC5=CC=C(C=C5)OC)C)C.O.O.O.O.O (TPC-A), O (water). The reagents and catalysts are [N+](=O)([O-])[O-].[Cu+2].[N+](=O)([O-])[O-] (copper nitrate). Solvent: C(C)(=O)O (acetic acid), C(C)(=O)O (acetic acid). Yields the product nitro, C[C@H]1C(=O)N[C@H](C(=O)N([C@H](C(=O)N[C@@H](C(=O)N([C@@H]2CC3=CC=C(C=C3)OC4=C(C=CC(=C4)C[C@H](C(=O)N1)N(C2=O)C)O)C)C)CC5=CC=C(C=C5)OC)C)C.C[C@H]1C(=O)N[C@H](C(=O)N([C@H](C(=O)N[C@@H](C(=O)N([C@@H]2CC3=CC=C(C=C3)OC4=C(C=CC(=C4)C[C@H](C(=O)N1)N(C2=O)C)O)C)C)CC5=CC=C(C=C5)OC)C)C.C[C@H]1C(=O)N[C@H](C(=O)N([C@H](C(=O)N[C@@H](C(=O)N([C@@H]2CC3=CC=C(C=C3)OC4=C(C=CC(=C4)C[C@H](C(=O)N1)N(C2=O)C)O)C)C)CC5=CC=C(C=C5)OC)C)C.C[C@H]1C(=O)N[C@H](C(=O)N([C@H](C(=O)N[C@@H](C(=O)N([C@@H]2CC3=CC=C(C=C3)OC4=C(C=CC(=C4)C[C@H](C(=O)N1)N(C2=O)C)O)C)C)CC5=CC=C(C=C5)OC)C)C.O.O.O.O.O (TPC-A), C1(=CC=CC=C1)O (phenol). As a reaction SMILES: [CH3:1][C@@H:2]1[NH:37][C:35](=[O:36])[C@@H:34]2[N:38]([CH3:41])[C:39](=[O:40])[C@@H:18]([CH2:19][C:20]3[CH:25]=[CH:24][C:23]([O:26][C:27]4[CH:32]=[C:31]([CH2:33]2)[CH:30]=[CH:29][C:28]=4[OH:42])=[CH:22][CH:21]=3)[N:17]([CH3:43])[C:15](=[O:16])[C@@H:14]([CH3:44])[NH:13][C:11](=[O:12])[C@H:10]([CH2:45][C:46]2[CH:51]=[CH:50][C:49]([O:52][CH3:53])=[CH:48][CH:47]=2)[N:9]([CH3:54])[C:7](=[O:8])[C@H:6]([CH3:55])[NH:5][C:3]1=[O:4].[CH3:56][C@@H:57]1[NH:92][C:90](=[O:91])[C@@H:89]2[N:93]([CH3:96])[C:94](=[O:95])[C@@H:73]([CH2:74][C:75]3[CH:80]=[CH:79][C:78]([O:81][C:82]4[CH:87]=[C:86]([CH2:88]2)[CH:85]=[CH:84][C:83]=4[OH:97])=[CH:77][CH:76]=3)[N:72]([CH3:98])[C:70](=[O:71])[C@@H:69]([CH3:99])[NH:68][C:66](=[O:67])[C@H:65]([CH2:100][C:101]2[CH:106]=[CH:105][C:104]([O:107][CH3:108])=[CH:103][CH:102]=2)[N:64]([CH3:109])[C:62](=[O:63])[C@H:61]([CH3:110])[NH:60][C:58]1=[O:59].[CH3:111][C@@H:112]1[NH:147][C:145](=[O:146])[C@@H:144]2[N:148]([CH3:151])[C:149](=[O:150])[C@@H:128]([CH2:129][C:130]3[CH:135]=[CH:134][C:133]([O:136][C:137]4[CH:142]=[C:141]([CH2:143]2)[CH:140]=[CH:139][C:138]=4[OH:152])=[CH:132][CH:131]=3)[N:127]([CH3:153])[C:125](=[O:126])[C@@H:124]([CH3:154])[NH:123][C:121](=[O:122])[C@H:120]([CH2:155][C:156]2[CH:161]=[CH:160][C:159]([O:162][CH3:163])=[CH:158][CH:157]=2)[N:119]([CH3:164])[C:117](=[O:118])[C@H:116]([CH3:165])[NH:115][C:113]1=[O:114].[CH3:166][C@@H:167]1[NH:202][C:200](=[O:201])[C@@H:199]2[N:203]([CH3:206])[C:204](=[O:205])[C@@H:183]([CH2:184][C:185]3[CH:190]=[CH:189][C:188]([O:191][C:192]4[CH:197]=[C:196]([CH2:198]2)[CH:195]=[CH:194][C:193]=4[OH:207])=[CH:187][CH:186]=3)[N:182]([CH3:208])[C:180](=[O:181])[C@@H:179]([CH3:209])[NH:178][C:176](=[O:177])[C@H:175]([CH2:210][C:211]2[CH:216]=[CH:215][C:214]([O:217][CH3:218])=[CH:213][CH:212]=2)[N:174]([CH3:219])[C:172](=[O:173])[C@H:171]([CH3:220])[NH:170][C:168]1=[O:169].[OH2:221].O.O.O.O.O>C(O)(=O)C.[N+]([O-])([O-])=O.[Cu+2].[N+]([O-])([O-])=O>[CH3:1][C@@H:2]1[NH:37][C:35](=[O:36])[C@@H:34]2[N:38]([CH3:41])[C:39](=[O:40])[C@@H:18]([CH2:19][C:20]3[CH:25]=[CH:24][C:23]([O:26][C:27]4[CH:32]=[C:31]([CH2:33]2)[CH:30]=[CH:29][C:28]=4[OH:42])=[CH:22][CH:21]=3)[N:17]([CH3:43])[C:15](=[O:16])[C@@H:14]([CH3:44])[NH:13][C:11](=[O:12])[C@H:10]([CH2:45][C:46]2[CH:51]=[CH:50][C:49]([O:52][CH3:53])=[CH:48][CH:47]=2)[N:9]([CH3:54])[C:7](=[O:8])[C@H:6]([CH3:55])[NH:5][C:3]1=[O:4].[CH3:56][C@@H:57]1[NH:92][C:90](=[O:91])[C@@H:89]2[N:93]([CH3:96])[C:94](=[O:95])[C@@H:73]([CH2:74][C:75]3[CH:80]=[CH:79][C:78]([O:81][C:82]4[CH:87]=[C:86]([CH2:88]2)[CH:85]=[CH:84][C:83]=4[OH:97])=[CH:77][CH:76]=3)[N:72]([CH3:98])[C:70](=[O:71])[C@@H:69]([CH3:99])[NH:68][C:66](=[O:67])[C@H:65]([CH2:100][C:101]2[CH:106]=[CH:105][C:104]([O:107][CH3:108])=[CH:103][CH:102]=2)[N:64]([CH3:109])[C:62](=[O:63])[C@H:61]([CH3:110])[NH:60][C:58]1=[O:59].[CH3:111][C@@H:112]1[NH:147][C:145](=[O:146])[C@@H:144]2[N:148]([CH3:151])[C:149](=[O:150])[C@@H:128]([CH2:129][C:130]3[CH:135]=[CH:134][C:133]([O:136][C:137]4[CH:142]=[C:141]([CH2:143]2)[CH:140]=[CH:139][C:138]=4[OH:152])=[CH:132][CH:131]=3)[N:127]([CH3:153])[C:125](=[O:126])[C@@H:124]([CH3:154])[NH:123][C:121](=[O:122])[C@H:120]([CH2:155][C:156]2[CH:161]=[CH:160][C:159]([O:162][CH3:163])=[CH:158][CH:157]=2)[N:119]([CH3:164])[C:117](=[O:118])[C@H:116]([CH3:165])[NH:115][C:113]1=[O:114].[CH3:166][C@@H:167]1[NH:202][C:200](=[O:201])[C@@H:199]2[N:203]([CH3:206])[C:204](=[O:205])[C@@H:183]([CH2:184][C:185]3[CH:190]=[CH:189][C:188]([O:191][C:192]4[CH:197]=[C:196]([CH2:198]2)[CH:195]=[CH:194][C:193]=4[OH:207])=[CH:187][CH:186]=3)[N:182]([CH3:208])[C:180](=[O:181])[C@@H:179]([CH3:209])[NH:178][C:176](=[O:177])[C@H:175]([CH2:210][C:211]2[CH:216]=[CH:215][C:214]([O:217][CH3:218])=[CH:213][CH:212]=2)[N:174]([CH3:219])[C:172](=[O:173])[C@H:171]([CH3:220])[NH:170][C:168]1=[O:169].[OH2:221].[OH2:4].[OH2:4].[OH2:4].[OH2:4].[C:23]1([OH:26])[CH:24]=[CH:25][CH:20]=[CH:21][CH:22]=1 |f:0.1.2.3.4.5.6.7.8,11.12.13,14.15.16.17.18.19.20.21.22|. Procedure details: In 3 ml of acetic acid, 100 mg of TPC-A was dissolved and a solution of copper nitrate (40 mg) in 3 ml of acetic acid was added under stirring. When the color change of the reaction solution from blue to green took place under the continuation of stirring, water was added to cease the reaction and the product was extracted with ethyl acetate. After washing the extract with saturated sodium chloride solution and drying the extract over anhydrous magnesium sulfate, the extract was subjected to dis... Reactants: [H][H] (hydrogen), [H][H] (hydrogen), C(C1=CC=CC=C1)=O (benzaldehyde), N[C@@H]1CCCC2=C(C1)C=C(C=C2)O ((R)-8-amino-6,7,8,9-tetrahydro-5H-benzocyclohepten-2-ol), C(C1=CC=CC=C1)=O (benzaldehyde). The reagents and catalysts are [Pd] (palladium on carbon). Solvent: C(C)(=O)O (acetic acid), C(C)(=O)OCC (ethyl acetate), C(C)O (ethanol), C(C)(=O)O (acetic acid). Run at time 1 hour. Product: C(C1=CC=CC=C1)N[C@@H]1CCCC2=C(C1)C=C(C=C2)O ((R)-8-benzylamino-6,7,8,9-tetrahydro-5H-benzocyclohepten-2-ol). Reaction SMILES: [NH2:1][C@H:2]1[CH2:8][C:7]2[CH:9]=[C:10]([OH:13])[CH:11]=[CH:12][C:6]=2[CH2:5][CH2:4][CH2:3]1.[CH:14](=O)[C:15]1[CH:20]=[CH:19][CH:18]=[CH:17][CH:16]=1.[H][H]>[Pd].C(OCC)(=O)C.C(O)(=O)C.C(O)C>[CH2:14]([NH:1][C@H:2]1[CH2:8][C:7]2[CH:9]=[C:10]([OH:13])[CH:11]=[CH:12][C:6]=2[CH2:5][CH2:4][CH2:3]1)[C:15]1[CH:20]=[CH:19][CH:18]=[CH:17][CH:16]=1. Procedure: A mixture of (R)-8-amino-6,7,8,9-tetrahydro-5H-benzocyclohepten-2-ol (5.8 g; contaminated with ammonium bromide), benzaldehyde (5.3 ml), acetic acid (0.15 ml), 10% palladium on carbon (50% wet; 1.1 g), and ethanol (260 ml) was stirred under hydrogen for 1 hour, and then an additional portion of benzaldehyde (5.3 ml) was added. After aging for 0.5 hour, hydrogen was introduced to the reaction mixture and stirring was continued for an additional 3 hours. To the reaction mixture was added an additi... Starting materials: CC(C)CC(NC(=O)CNc1cccc2ccccc12)C(=O)NC(C=O)CC(=NNC(N)=O)OC(C)(C)C, O=C(O)C(F)(F)F. Product: CC(C)CC(NC(=O)CNc1cccc2ccccc12)C(=O)NC(C=O)CC(O)=NNC(N)=O. RXN SMILES: [C:1]([CH3:2])([CH3:3])([CH3:4])[O:5][C:6]([CH2:7][CH:8]([CH:9]=[O:10])[NH:11][C:12]([CH:13]([NH:14][C:15]([CH2:16][NH:17][c:18]1[cH:19][cH:20][cH:21][c:22]2[cH:23][cH:24][cH:25][cH:26][c:27]12)=[O:28])[CH2:29][CH:30]([CH3:31])[CH3:32])=[O:33])=[N:34][NH:35][C:36]([NH2:37])=[O:38].[OH:39][C:40]([C:41]([F:42])([F:43])[F:44])=[O:45]>>[OH:5][C:6]([CH2:7][CH:8]([CH:9]=[O:10])[NH:11][C:12]([CH:13]([NH:14][C:15]([CH2:16][NH:17][c:18]1[cH:19][cH:20][cH:21][c:22]2[cH:23][cH:24][cH:25][cH:26][c:27]12)=[O:28])[CH2:29][CH:30]([CH3:31])[CH3:32])=[O:33])=[N:34][NH:35][C:36]([NH2:37])=[O:38]. The reactants are CCOC(=O)CCc1ccc(N)c(C(=O)N(C)C)c1, CN(C)C, CCOC(C)=O, O=C(Cl)c1ccccc1-c1ccc(C(F)(F)F)cc1. The product is CCOC(=O)CCc1ccc(NC(=O)c2ccccc2-c2ccc(C(F)(F)F)cc2)c(C(=O)N(C)C)c1. Reaction SMILES: [CH2:1]([CH3:2])[O:3][C:4]([CH2:5][CH2:6][c:7]1[cH:8][c:9]([C:14]([N:15]([CH3:16])[CH3:17])=[O:18])[c:10]([NH2:13])[cH:11][cH:12]1)=[O:19].[CH3:20][N:21]([CH3:22])[CH3:23].[CH3:43][CH2:44][O:45][C:46](=[O:47])[CH3:48].[F:24][C:25]([c:26]1[cH:27][cH:28][c:29](-[c:32]2[c:33]([C:38](=[O:39])[Cl:40])[cH:34][cH:35][cH:36][cH:37]2)[cH:30][cH:31]1)([F:41])[F:42]>>[CH2:1]([CH3:2])[O:3][C:4]([CH2:5][CH2:6][c:7]1[cH:8][c:9]([C:14]([N:15]([CH3:16])[CH3:17])=[O:18])[c:10]([NH:13][C:38]([c:33]2[c:32](-[c:29]3[cH:28][cH:27][c:26]([C:25]([F:24])([F:41])[F:42])[cH:31][cH:30]3)[cH:37][cH:36][cH:35][cH:34]2)=[O:39])[cH:11][cH:12]1)=[O:19]. Reactants: sodium(bistrimethylsilyl)amide, ClC1(NC=NC=C1)SC (4-Chloro-4-methylthiopyrimidine), CC(=O)C.C(=O)=O (acetone dry-ice), [N+](=O)([O-])C1=C2C=CNC2=CC=C1 (4-nitroindole), C(C)#N.C1CCOC1 (acetonitrile THF). Run at time 1 hour. Product: CSC1=NC=CC(=N1)N1C=CC2=C(C=CC=C12)[N+](=O)[O-] (1-(2-methylsulfanyl-pyrimidin-4-yl)-4-nitro-1H-indole). As a reaction SMILES: CC(C)=O.C(=O)=O.[N+:8]([C:11]1[CH:19]=[CH:18][CH:17]=[C:16]2[C:12]=1[CH:13]=[CH:14][NH:15]2)([O-:10])=[O:9].Cl[C:21]1([S:27][CH3:28])C=CN=[CH:23][NH:22]1.[C:29](#[N:31])[CH3:30].C1COCC1>>[CH3:28][S:27][C:21]1[N:22]=[C:23]([N:15]2[C:16]3[C:12](=[C:11]([N+:8]([O-:10])=[O:9])[CH:19]=[CH:18][CH:17]=3)[CH:13]=[CH:14]2)[CH:30]=[CH:29][N:31]=1 |f:0.1,4.5|. Procedure: A solution of sodium(bistrimethylsilyl)amide (1 M in THF, 26.42 mL) was slowly added to a cooled (acetone/dry-ice bath) solution of 4-nitroindole (4.2 g, 25.9 mmol) in a mixture of acetonitrile/THF (2/1, 75 mL) and the resulting mixture was stirred for 1 hour. 4-Chloro-4-methylthiopyrimidine (4.202 g, 26.2 mmol) was then added and the reaction mixture was warmed to RT and stirred for 21 h. The resulting mixture was evaporated under reduced pressure and the solid residue was triturated with a mix... Reactants: CCOC(=O)C(=Cc1c(C)cc(C)cc1C)c1csc(N)n1, [Na+], C1COCCO1, [OH-], O. Yields the product Cc1cc(C)c(C=C(C(=O)O)c2csc(N)n2)c(C)c1. RXN SMILES: [CH2:1]([CH3:2])[O:3][C:4]([C:5](=[CH:6][c:7]1[c:8]([CH3:15])[cH:9][c:10]([CH3:14])[cH:11][c:12]1[CH3:13])[c:16]1[n:17][c:18]([NH2:21])[s:19][cH:20]1)=[O:22].[Na+:30].[O:23]1[CH2:24][CH2:25][O:26][CH2:27][CH2:28]1.[OH-:29].[OH2:31]>>[O:3]=[C:4]([C:5](=[CH:6][c:7]1[c:8]([CH3:15])[cH:9][c:10]([CH3:14])[cH:11][c:12]1[CH3:13])[c:16]1[n:17][c:18]([NH2:21])[s:19][cH:20]1)[OH:22]. Reactants: 1α,1,2,3,4,4α-hexahydro- 6-methoxy-7,8-dichlorofluoren-9-one, ClC=1C(C(=C(C(C1Cl)=O)C#N)C#N)=O (2,3-dichloro-5,6-dicyano-1,4-benzoquinone), C1=CC=CC=C1 (benzene), C(C)(=O)O (acetic acid), S([O-])(O)=O.[Na+] (sodium bisulfite), C(C)(=O)OCC (ethyl acetate). Yields the product ClC1=C(C(=CC=2C3=CC=CC=C3C(C12)=O)OC)Cl (1,2-dichloro-3-methoxyfluoren-9-one). Reaction SMILES: [Cl:1][C:2]1[C:3](=[O:14])[C:4](C#N)=[C:5]([C:10]#N)[C:6](=O)[C:7]=1[Cl:8].[CH:15]1[CH:20]=CC=[CH:17][CH:16]=1.[C:21]([OH:24])(=O)[CH3:22].S(=O)(O)[O-].[Na+].[C:30](OCC)(=O)C>>[Cl:8][C:7]1[C:6]2[C:21](=[O:24])[C:22]3[C:10](=[CH:20][CH:15]=[CH:16][CH:17]=3)[C:5]=2[CH:4]=[C:3]([O:14][CH3:30])[C:2]=1[Cl:1] |f:3.4|. Procedure details: A stirred mixture of 1α,1,2,3,4,4α-hexahydro- 6-methoxy-7,8-dichlorofluoren-9-one (8.3 g., 0.029 mole), 2,3-dichloro-5,6-dicyano-1,4-benzoquinone (20.5 g., 0.091 mole), benzene (300 ml.) and acetic acid (10 ml.) is heated at reflux under nitrogen for 64 hours. The reaction mixture is dissolved in a large volume of ethyl acetate (3 l.), the organic solution treated with sodium bisulfite solution, washed with water, 5% sodium hydroxide solution and water, separated, dried over magnesium sulfate an...